From a dataset of the Open Reaction Database (ORD), a public repository of structured organic reaction records. describe an organic reaction: reactants, conditions, products, and yield Starting materials: NCC1=CC=C(C(=O)NC=2C=NC=CC2)C=C1 (4-(Aminomethyl)-N-(3-pyridinyl)benzamide), S1C=C(C=C1)S(=O)(=O)Cl (3-thienylsulfonyl chloride). Solvent: N1=CC=CC=C1 (pyridine). Conditions: temperature 20 celsius, time 16 hour. The product is C(C1=CC=CC=C1)(=O)N (benzamide). RXN SMILES: NC[C:3]1[CH:17]=[CH:16][C:6]([C:7]([NH:9]C2C=NC=CC=2)=[O:8])=[CH:5][CH:4]=1.S1C=CC(S(Cl)(=O)=O)=C1>N1C=CC=CC=1>[C:7]([NH2:9])(=[O:8])[C:6]1[CH:16]=[CH:17][CH:3]=[CH:4][CH:5]=1. Procedure: A mixture of 4-(aminomethyl)-N-(3-pyridinyl)benzamide (33) (235 mg, 1.0 mmol) and 3-thienylsulfonyl chloride (208 mg, 1.1 mmol) in dry pyridine (10 mL) was stirred at 20° C. for 16 h. The solvent was evaporated and the residue stirred in ice/water (20 mL) for 1 h. The precipitate was filtered, washed with water (5 mL) and dried. The crude solid was purified by column chromatography, eluting with a gradient (0-10%) of MeOH/EtOAc, to give benzamide I-5 (259 mg, 67%) as a white powder: mp (EtOAc) 2... Starting materials: COc1ccc(CNCC(O)c2ccc(OC)c(OC)c2)cc1, O=C(O)C(F)(F)F, O=S(=O)(O)O. Product: COc1ccc2c(c1)C(c1ccc(OC)c(OC)c1)CNC2. Reaction SMILES: [CH3:1][O:2][c:3]1[cH:4][cH:5][c:6]([CH2:7][NH:8][CH2:9][CH:10]([c:11]2[cH:12][c:13]([O:19][CH3:20])[c:14]([O:17][CH3:18])[cH:15][cH:16]2)[OH:21])[cH:22][cH:23]1.[OH:29][C:30]([C:31]([F:32])([F:33])[F:34])=[O:35].[S:24](=[O:25])(=[O:26])([OH:27])[OH:28]>>[CH3:1][O:2][c:3]1[cH:4][cH:5][c:6]2[c:22]([cH:23]1)[CH:10]([c:11]1[cH:12][c:13]([O:19][CH3:20])[c:14]([O:17][CH3:18])[cH:15][cH:16]1)[CH2:9][NH:8][CH2:7]2.